Dataset: the Open Reaction Database (ORD), a public repository of structured organic reaction records. Task: describe an organic reaction: reactants, conditions, products, and yield Starting materials: CN=C1C2N(CC=3C=CC=CC13)C(CC2)=O (10methylimino-1,2,3,5,10,10a-hexahydropyrrolo[1,2-b]isoquinolin-3-one). The reagents and catalysts are [Pd] (Pd/C). Run in CCO (EtOH). The product is CN[C@H]1[C@@H]2N(CC=3C=CC=CC13)C(CC2)=O (trans-10-Methylamino-1,2,3,5,10,10a-hexahydropyrrolo[1,2-b]isoquinolin-3-one). Isolated yield 6.9%. RXN SMILES: [CH3:1][N:2]=[C:3]1[C:12]2[CH:11]=[CH:10][CH:9]=[CH:8][C:7]=2[CH2:6][N:5]2[C:13](=[O:16])[CH2:14][CH2:15][CH:4]12>CCO.[Pd]>[CH3:1][NH:2][C@@H:3]1[C:12]2[CH:11]=[CH:10][CH:9]=[CH:8][C:7]=2[CH2:6][N:5]2[C:13](=[O:16])[CH2:14][CH2:15][C@H:4]12. Procedure details: A mixture of 10methylimino-1,2,3,5,10,10a-hexahydropyrrolo[1,2-b]isoquinolin-3-one (159 mg) and Pd/C (10%, 110 mg) in EtOH (10 mL) was hydrogenated in a shaker apparatus at 50 psi overnight, and then filtered. The filtrate was concentrated in vacuo and the residue was chromatographed on silica gel eluting with CH2Cl2/MeOH/NH4OH (150/8/1) to give an oil (11 mg): 1H NMR (300 MHz) δ 7.25 (m, 4 H), 4.92 (d, J=18.0 Hz, 1 H), 4.31 (d, J=17.7 Hz, 1 H), 3.95 (m, 1 H), 3.43 (d, J=2.7 Hz, 1 H), 2.38 (s, N... Starting materials: CCN(C(C)C)C(C)C, ClCCl, CC(C)(C(=O)Cl)c1cc(C(F)(F)F)cc(C(F)(F)F)c1, Nc1cnccc1C(=O)c1ccccc1, O. The product is CN(C(=O)C(C)(C)c1cc(C(F)(F)F)cc(C(F)(F)F)c1)c1cnccc1C(=O)c1ccccc1. RXN SMILES: [CH2:16]([N:17]([CH:18]([CH3:19])[CH3:20])[CH:21]([CH3:22])[CH3:23])[CH3:24].[Cl:46][CH2:47][Cl:48].[F:25][C:26]([c:27]1[cH:28][c:29]([C:37]([C:38](=[O:39])[Cl:40])([CH3:41])[CH3:42])[cH:30][c:31]([C:33]([F:34])([F:35])[F:36])[cH:32]1)([F:43])[F:44].[NH2:1][c:2]1[cH:3][n:4][cH:5][cH:6][c:7]1[C:8]([c:9]1[cH:10][cH:11][cH:12][cH:13][cH:14]1)=[O:15].[OH2:45]>>[N:1]([c:2]1[cH:3][n:4][cH:5][cH:6][c:7]1[C:8]([c:9]1[cH:10][cH:11][cH:12][cH:13][cH:14]1)=[O:15])([CH3:16])[C:38]([C:37]([c:29]1[cH:28][c:27]([C:26]([F:25])([F:43])[F:44])[cH:32][c:31]([C:33]([F:34])([F:35])[F:36])[cH:30]1)([CH3:41])[CH3:42])=[O:39]. Reactants: Cl.NC1=CC=CC=C1 (aniline hydrochloride), C(C1=CC=CC=C1)(=O)CC(=O)OCC (ethyl benzoylacetate), [BH3-]C#N.[Na+] (NaBH3CN). Solvent: CO (MeOH). Run at time 18 hour. Yields the product C1(=CC=CC=C1)C(CC(=O)OCC)NC1=CC=CC=C1 (ethyl 3-phenyl-3-(phenylamino)propionate). Isolated yield 61.4%. Reaction SMILES: Cl.[NH2:2][C:3]1[CH:8]=[CH:7][CH:6]=[CH:5][CH:4]=1.[C:9]([CH2:17][C:18]([O:20][CH2:21][CH3:22])=[O:19])(=O)[C:10]1[CH:15]=[CH:14][CH:13]=[CH:12][CH:11]=1.[BH3-]C#N.[Na+]>CO>[C:10]1([CH:9]([NH:2][C:3]2[CH:8]=[CH:7][CH:6]=[CH:5][CH:4]=2)[CH2:17][C:18]([O:20][CH2:21][CH3:22])=[O:19])[CH:15]=[CH:14][CH:13]=[CH:12][CH:11]=1 |f:0.1,3.4|. Procedure details: To a solution of aniline hydrochloride (3.37 g, 26 mmol) and ethyl benzoylacetate (5 mL, 26 mmol) in MeOH (70 mL) was added NaBH3CN (1.75 g) and the mixture was stirred at room temperature for 18 h. The solvent was removed and the residue partitioned between 0.5N HCl and Et20. The aqueous phase was made basic with 1N NaOH and extracted with CHCl3. The organic phase was dried and concentrated to a residue. Purification by chromatography on silica gel (hexane: EtOAc, 5%) afforded ethyl 3-phenyl-3-... Starting materials: C1(CC1)COC1=C(C=CC(=C1)F)C=1C2=C(N=CN1)C(=C(N2COCC[Si](C)(C)C)C)C(=O)O (4-[2-(cyclopropylmethoxy)-4-fluorophenyl]-6-methyl-5-{[2-(trimethylsilyl)ethoxy]methyl}-5H-pyrrolo[3,2-d]pyrimidine-7-carboxylic acid), NC1CCN(CC1)C(=O)OC(C)(C)C (tert-butyl 4-amino-piperidine-1-carboxylate). The product is C1(CC1)COC1=C(C=CC(=C1)F)C=1C2=C(N=CN1)C(=C(N2COCC[Si](C)(C)C)C)C(=O)NC2CCN(CC2)C(=O)OC(C)(C)C (tert-Butyl 4-{[(4-[2-(cyclopropylmethoxy)-4-fluorophenyl]-6-methyl-5-{[2-(trimethylsilyl)ethoxy]methyl}-5H-pyrrolo[3,2-d]pyrimidin-7-yl)carbonyl]amino}piperidine-1-carboxylate). RXN SMILES: [CH:1]1([CH2:4][O:5][C:6]2[CH:11]=[C:10]([F:12])[CH:9]=[CH:8][C:7]=2[C:13]2[C:14]3[N:21]([CH2:22][O:23][CH2:24][CH2:25][Si:26]([CH3:29])([CH3:28])[CH3:27])[C:20]([CH3:30])=[C:19]([C:31](O)=[O:32])[C:15]=3[N:16]=[CH:17][N:18]=2)[CH2:3][CH2:2]1.[NH2:34][CH:35]1[CH2:40][CH2:39][N:38]([C:41]([O:43][C:44]([CH3:47])([CH3:46])[CH3:45])=[O:42])[CH2:37][CH2:36]1>>[CH:1]1([CH2:4][O:5][C:6]2[CH:11]=[C:10]([F:12])[CH:9]=[CH:8][C:7]=2[C:13]2[C:14]3[N:21]([CH2:22][O:23][CH2:24][CH2:25][Si:26]([CH3:27])([CH3:29])[CH3:28])[C:20]([CH3:30])=[C:19]([C:31]([NH:34][CH:35]4[CH2:36][CH2:37][N:38]([C:41]([O:43][C:44]([CH3:47])([CH3:46])[CH3:45])=[O:42])[CH2:39][CH2:40]4)=[O:32])[C:15]=3[N:16]=[CH:17][N:18]=2)[CH2:3][CH2:2]1. Procedure: Starting from 4-[2-(cyclopropylmethoxy)-4-fluorophenyl]-6-methyl-5-{[2-(trimethylsilyl)ethoxy]methyl}-5H-pyrrolo[3,2-d]pyrimidine-7-carboxylic acid (example D.c2) and commercially available tert-butyl 4-amino-piperidine-1-carboxylate the title compound is obtained as pale yellow viscous oil. The reactants are ClC=1C=C(C=NC1Cl)C1=NC(=NO1)C1=C(C=C(C=C1)CCC(=O)OC(C)(C)C)C (tert-Butyl 3-(4-(5-(5,6-dichloropyridin-3-yl)-1,2,4-oxadiazol-3-yl)-3-methylphenyl)propanoate), CN1C(CCC1)=O (1-methyl-2-pyrrolidinone), [Br-].C(C(C)C)[Zn+] (isobutylzinc bromide). Reagents/catalysts: CC(C)([P](C(C)(C)C)([Pd][P](C(C)(C)C)(C(C)(C)C)C(C)(C)C)C(C)(C)C)C (bis(tri-tert-butylphosphine)palladium(0)). Run in C1CCOC1 (THF). Product: ClC=1C=C(C=NC1CC(C)C)C1=NC(=NO1)C1=C(C=C(C=C1)CCC(=O)OC(C)(C)C)C (tert-Butyl 3-(4-(5-(5-chloro-6-isobutylpyridin-3-yl)-1,2,4-oxadiazol-3-yl)-3-methylphenyl)propanoate). The yield is 60.3%. Reaction SMILES: [Cl:1][C:2]1[CH:3]=[C:4]([C:9]2[O:13][N:12]=[C:11]([C:14]3[CH:19]=[CH:18][C:17]([CH2:20][CH2:21][C:22]([O:24][C:25]([CH3:28])([CH3:27])[CH3:26])=[O:23])=[CH:16][C:15]=3[CH3:29])[N:10]=2)[CH:5]=[N:6][C:7]=1Cl.CN1CCCC1=O.[Br-].[CH2:38]([Zn+])[CH:39]([CH3:41])[CH3:40]>C1COCC1.CC(C)([P](C(C)(C)C)([Pd][P](C(C)(C)C)(C(C)(C)C)C(C)(C)C)C(C)(C)C)C>[Cl:1][C:2]1[CH:3]=[C:4]([C:9]2[O:13][N:12]=[C:11]([C:14]3[CH:19]=[CH:18][C:17]([CH2:20][CH2:21][C:22]([O:24][C:25]([CH3:28])([CH3:27])[CH3:26])=[O:23])=[CH:16][C:15]=3[CH3:29])[N:10]=2)[CH:5]=[N:6][C:7]=1[CH2:38][CH:39]([CH3:41])[CH3:40] |f:2.3,^1:50,56|. Reported procedure: To a solution of 86 mg (0.20 mmol) of tert-butyl 3-(4-(5-(5,6-dichloropyridin-3-yl)-1,2,4-oxadiazol-3-yl)-3-methylphenyl)propanoate (from EXAMPLE 15, Step A), 5.1 mg (0.01 mmol) of bis(tri-tert-butylphosphine)palladium(0), and 200 μL of 1-methyl-2-pyrrolidinone in 5.0 mL of THF was added 475 μL (0.24 mmol) of isobutylzinc bromide (0.5 M in THF). The reaction mixture was refluxed for 4 h, cooled to rt, and filtered through a cake of Celite. The filtrate was concentrated. Chromatography on Biotage...